This data is from the Open Reaction Database (ORD), a public repository of structured organic reaction records. The task is: describe an organic reaction: reactants, conditions, products, and yield The reactants are CS(=O)(=O)OC[C@@H]1N(CCN(C1)S(=O)(=O)C=1SC=CC1)C1=CC=C(C=C1)C(C(F)(F)F)(C)O (((2R)-4-(2-thiophenylsulfonyl)-1-(4-(2,2,2-trifluoro-1-hydroxy-1-methylethyl)phenyl)-2-piperazinyl)methyl methanesulfonate), CS(=O)(=O)OC[C@@H]1N(CCN(C1)S(=O)(=O)C=1SC=CC1)C1=CC=C(C=C1)C(C(F)(F)F)(C)O (((2R)-4-(2-thiophenylsulfonyl)-1-(4-(2,2,2-trifluoro-1-hydroxy-1-methylethyl)phenyl)-2-piperazinyl)methyl methanesulfonate), Cl.N1C(COCC1)CNS(=O)(=O)C (N-(3-morpholinylmethyl)methanesulfonamide hydrochloride), C([O-])([O-])=O.[K+].[K+] (potassium carbonate). The product is S1C(=CC=C1)S(=O)(=O)N1C[C@@H](N(CC1)C1=CC=C(C=C1)C(C(F)(F)F)(C)O)CN1C(COCC1)CNS(=O)(=O)C (N-((4-(((2S)-4-(2-thiophenylsulfonyl)-1-(4-(2,2,2-trifluoro-1-hydroxy-1-methylethyl)phenyl)-2-piperazinyl)methyl)-3-morpholinyl)methyl) methanesulfonamide). RXN SMILES: CS(O[CH2:6][C@H:7]1[CH2:12][N:11]([S:13]([C:16]2[S:17][CH:18]=[CH:19][CH:20]=2)(=[O:15])=[O:14])[CH2:10][CH2:9][N:8]1[C:21]1[CH:26]=[CH:25][C:24]([C:27]([OH:33])([CH3:32])[C:28]([F:31])([F:30])[F:29])=[CH:23][CH:22]=1)(=O)=O.Cl.[NH:35]1[CH2:40][CH2:39][O:38][CH2:37][CH:36]1[CH2:41][NH:42][S:43]([CH3:46])(=[O:45])=[O:44].C(=O)([O-])[O-].[K+].[K+]>>[S:17]1[CH:18]=[CH:19][CH:20]=[C:16]1[S:13]([N:11]1[CH2:10][CH2:9][N:8]([C:21]2[CH:22]=[CH:23][C:24]([C:27]([OH:33])([CH3:32])[C:28]([F:31])([F:30])[F:29])=[CH:25][CH:26]=2)[C@@H:7]([CH2:6][N:35]2[CH2:40][CH2:39][O:38][CH2:37][CH:36]2[CH2:41][NH:42][S:43]([CH3:46])(=[O:45])=[O:44])[CH2:12]1)(=[O:14])=[O:15] |f:1.2,3.4.5|. Procedure: This compound was synthesized following the procedure outlined for Example 84. The reaction of ((2R)-4-(2-thiophenylsulfonyl)-1-(4-(2,2,2-trifluoro-1-hydroxy-1-methylethyl)phenyl)-2-piperazinyl)methyl methanesulfonate (Intermediate B) and N-(3-morpholinylmethyl)methanesulfonamide hydrochloride (published PCT patent application no. WO 2009/016410) (using an extra equivalent of potassium carbonate) followed by purification via column chromatography on silica gel (0 to 100% EtOAc in hexanes) delive... RXN SMILES: [C:52](#[N:53])[CH3:54].[CH2:1]([c:2]1[cH:3][cH:4][cH:5][cH:6][cH:7]1)[N:8]1[CH2:9][CH2:10][CH2:11][c:12]2[cH:13][cH:14][c:15]([CH2:18][c:19]3[cH:20][c:21]([C:28]4([O:39][CH3:40])[O:29][CH:30]([CH2:37][OH:38])[CH:31]([OH:36])[CH:32]([OH:35])[CH:33]4[OH:34])[cH:22][cH:23][c:24]3[CH:25]([CH3:26])[CH3:27])[cH:16][c:17]21.[CH2:41]([SiH:42]([CH2:43][CH3:44])[CH2:45][CH3:46])[CH3:47].[Cl:48][CH:49]([Cl:50])[CH3:51]>>[CH2:1]([c:2]1[cH:3][cH:4][cH:5][cH:6][cH:7]1)[N:8]1[CH2:9][CH2:10][CH2:11][c:12]2[cH:13][cH:14][c:15]([CH2:18][c:19]3[cH:20][c:21]([CH:28]4[O:29][CH:30]([CH2:37][OH:38])[CH:31]([OH:36])[CH:32]([OH:35])[CH:33]4[OH:34])[cH:22][cH:23][c:24]3[CH:25]([CH3:26])[CH3:27])[cH:16][c:17]21. The product is CC(C)c1ccc(C2OC(CO)C(O)C(O)C2O)cc1Cc1ccc2c(c1)N(Cc1ccccc1)CCC2. Reactants: CC#N, COC1(c2ccc(C(C)C)c(Cc3ccc4c(c3)N(Cc3ccccc3)CCC4)c2)OC(CO)C(O)C(O)C1O, CC[SiH](CC)CC, CC(Cl)Cl. Reactants: CCOC(=O)C(Cc1csc2ccccc12)[N+](=O)[O-], CCO, Cl, [Fe], O. The product is CCOC(=O)C(N)Cc1csc2ccccc12. Reaction SMILES: [CH2:3]([CH3:4])[O:5][C:6]([CH:7]([CH2:8][c:9]1[c:10]2[c:11]([s:12][cH:13]1)[cH:14][cH:15][cH:16][cH:17]2)[N+:18]([O-:19])=[O:20])=[O:21].[CH3:23][CH2:24][OH:25].[ClH:2].[Fe:22].[OH2:1]>>[CH2:3]([CH3:4])[O:5][C:6]([CH:7]([CH2:8][c:9]1[c:10]2[c:11]([s:12][cH:13]1)[cH:14][cH:15][cH:16][cH:17]2)[NH2:18])=[O:21]. Starting materials: C(C)(C)(C)OC(=O)N1CCC(=CC1)C1=C(C=CC(=C1)C#N)C1N(C(N(C(=C1C(C)=O)C)C1=CC(=CC=C1)C(F)(F)F)=O)C (4-{2-[5-Acetyl-3,6-dimethyl-2-oxo-1-(3-trifluoromethyl-phenyl)-1,2,3,4-tetrahydro-pyrimidin-4-yl]-5-cyano-phenyl}-3,6-dihydro-2H-pyridine-1-carboxylic acid tert-butyl ester), FC(C(=O)O)(F)F (trifluoroacetic acid). Conditions: time 15 minute. Yields the product C(C)(=O)C=1C(N(C(N(C1C)C1=CC(=CC=C1)C(F)(F)F)=O)C)C1=C(C=C(C#N)C=C1)C=1CCNCC1 (4-[5-Acetyl-3,6-dimethyl-2-oxo-1-(3-trifluoromethyl-phenyl)-1,2,3,4-tetrahydro-pyrimidin-4-yl]-3-(1,2,3,6-tetrahydro-pyridin-4-yl)-benzonitrile). Reaction SMILES: C(OC([N:8]1[CH2:13][CH:12]=[C:11]([C:14]2[CH:19]=[C:18]([C:20]#[N:21])[CH:17]=[CH:16][C:15]=2[CH:22]2[C:27]([C:28](=[O:30])[CH3:29])=[C:26]([CH3:31])[N:25]([C:32]3[CH:37]=[CH:36][CH:35]=[C:34]([C:38]([F:41])([F:40])[F:39])[CH:33]=3)[C:24](=[O:42])[N:23]2[CH3:43])[CH2:10][CH2:9]1)=O)(C)(C)C.FC(F)(F)C(O)=O>>[C:28]([C:27]1[CH:22]([C:15]2[CH:16]=[CH:17][C:18]([C:20]#[N:21])=[CH:19][C:14]=2[C:11]2[CH2:12][CH2:13][NH:8][CH2:9][CH:10]=2)[N:23]([CH3:43])[C:24](=[O:42])[N:25]([C:32]2[CH:37]=[CH:36][CH:35]=[C:34]([C:38]([F:41])([F:40])[F:39])[CH:33]=2)[C:26]=1[CH3:31])(=[O:30])[CH3:29]. Procedure details: 4-{2-[5-Acetyl-3,6-dimethyl-2-oxo-1-(3-trifluoromethyl-phenyl)-1,2,3,4-tetrahydro-pyrimidin-4-yl]-5-cyano-phenyl}-3,6-dihydro-2H-pyridine-1-carboxylic acid tert-butyl ester (example 5.6) (35 mg, 0.06 mmol) is suspended with aqueous trifluoroacetic acid (95%, 2 mL). The reaction mixture is shaken for 15 min, evaporated and the product is purified by reversed phase HPLC. Yield: 25 mg; ESI mass spectrum [M+H]+=495; Retention time HPLC: 1.20 min (HPLC method Z018_S04). Reactants: CCCC (butane), CC(=O)CC (methylethyl ketone), C1(=C(C=CC=C1)C(C(=O)O)CCCCCCCCCCCCCCCC)C (tolylstearic acid), O=O (O2). The reagents and catalysts are C(C)(=O)[O-].[Co+2].C(C)(=O)[O-] (cobalt (II) acetate). Product: C(=O)(O)C(C(=O)O)(CCCCCCCCCCCCCCCC)C1=CC=CC=C1 (Carboxyphenylstearic acid). The yield is 47.9%. RXN SMILES: CCCC.[C:5]1(C)[CH:10]=[CH:9][CH:8]=[CH:7][C:6]=1[CH:11]([CH2:15][CH2:16][CH2:17][CH2:18][CH2:19][CH2:20][CH2:21][CH2:22][CH2:23][CH2:24][CH2:25][CH2:26][CH2:27][CH2:28][CH2:29][CH3:30])[C:12]([OH:14])=[O:13].[O:32]=O.C[C:35](CC)=[O:36]>C([O-])(=O)C.[Co+2].C([O-])(=O)C>[C:35]([C:11]([C:6]1[CH:5]=[CH:10][CH:9]=[CH:8][CH:7]=1)([CH2:15][CH2:16][CH2:17][CH2:18][CH2:19][CH2:20][CH2:21][CH2:22][CH2:23][CH2:24][CH2:25][CH2:26][CH2:27][CH2:28][CH2:29][CH3:30])[C:12]([OH:14])=[O:13])([OH:36])=[O:32] |f:4.5.6|. Procedure: The oxidation procedure of Example I was repeated except that only 40 gms cobalt (II) acetate was employed. Also, for this reaction 40 gms methylethyl ketone and 72 gms butane were charged to the reactor. Eighty percent conversion of the tolylstearic acid was achieved after only four hours reaction (105° C. and 350 psig O2). Carboxyphenylstearic acid was obtained in 47.9% yield. The reactants are O1C(=CC=C1)C(=O)C1=CC2CN(CC2C1)C(=O)OC(C)(C)C (2-furanyl(3-(tert-butoxycarbonyl)-3-azabicyclo[3.3.0]oct-6-en-7-yl)methanone), C(=O)(C(F)(F)F)O (TFA). The solvent is ClCCl (dichloromethane). Reaction conditions: time 1 hour. Product: FC(C(=O)O)(F)F.O1C(=CC=C1)C(=O)C1=CC2CNCC2C1 (2-furanyl(3-azabicyclo[3.3.0]oct-6-en-7-yl)methanone trifluoroacetate). RXN SMILES: [O:1]1[CH:5]=[CH:4][CH:3]=[C:2]1[C:6]([C:8]1[CH2:15][CH:14]2[CH:10]([CH2:11][N:12](C(OC(C)(C)C)=O)[CH2:13]2)[CH:9]=1)=[O:7].[C:23]([OH:29])([C:25]([F:28])([F:27])[F:26])=[O:24]>ClCCl>[F:26][C:25]([F:28])([F:27])[C:23]([OH:29])=[O:24].[O:1]1[CH:5]=[CH:4][CH:3]=[C:2]1[C:6]([C:8]1[CH2:15][CH:14]2[CH:10]([CH2:11][NH:12][CH2:13]2)[CH:9]=1)=[O:7] |f:3.4|. Procedure: To a solution of 2-bromofuran (0.11 g, 0.74 mmol) in THF (3 mL) at −78° C. was added n-BuLi solution (2.5 M solution in hexanes, 0.30 mL, 0.75 mmol) and the mixture was stirred for 1 h. A solution of N-methoxy-N-methyl-3-(tert-butoxycarbonyl)-3-azabicyclo[3.3.0]oct-6-ene-7-carboxamide (0.20 g, 0.65 mmol) in THF (2 mL) was added, and the mixture was warmed to ambient temperature over 8 h. The reaction was quenched with water (0.2 mL), diluted with of ethyl (20 mL) acetate, dried over anhydrous so... Starting materials: CO, Cl, [K+], [K+], O=C([O-])[O-], c1c(COC2CCCCO2)noc1CN1CCOCC1. Yields the product OCc1cc(CN2CCOCC2)on1. RXN SMILES: [CH3:28][OH:29].[ClH:21].[K+:22].[K+:23].[O-:24][C:25]([O-:26])=[O:27].[O:1]1[CH2:2][CH2:3][CH2:4][CH2:5][CH:6]1[O:7][CH2:8][c:9]1[n:10][o:11][c:12]([CH2:14][N:15]2[CH2:16][CH2:17][O:18][CH2:19][CH2:20]2)[cH:13]1>>[OH:7][CH2:8][c:9]1[n:10][o:11][c:12]([CH2:14][N:15]2[CH2:16][CH2:17][O:18][CH2:19][CH2:20]2)[cH:13]1.